Dataset: the Open Reaction Database (ORD), a public repository of structured organic reaction records. Task: describe an organic reaction: reactants, conditions, products, and yield Starting materials: CCO, CC(C)Oc1ccc(C(=O)NC(Cc2ccc(-c3cn4cccc(C(C)O)c4n3)cc2)CN2C(=O)c3ccccc3C2=O)cc1Cl, NN, O. The product is CC(C)Oc1ccc(C(=O)NC(CN)Cc2ccc(-c3cn4cccc(C(C)O)c4n3)cc2)cc1Cl. Reaction SMILES: [CH3:50][CH2:51][OH:52].[Cl:1][c:2]1[cH:3][c:4]([C:5](=[O:6])[NH:7][CH:8]([CH2:9][N:10]2[C:11](=[O:12])[c:13]3[c:14]([cH:15][cH:16][cH:17][cH:18]3)[C:19]2=[O:20])[CH2:21][c:22]2[cH:23][cH:24][c:25](-[c:28]3[n:29][c:30]4[n:31]([cH:32][cH:33][cH:34][c:35]4[CH:36]([CH3:37])[OH:38])[cH:39]3)[cH:26][cH:27]2)[cH:40][cH:41][c:42]1[O:43][CH:44]([CH3:45])[CH3:46].[NH2:48][NH2:49].[OH2:47]>>[Cl:1][c:2]1[cH:3][c:4]([C:5](=[O:6])[NH:7][CH:8]([CH2:9][NH2:10])[CH2:21][c:22]2[cH:23][cH:24][c:25](-[c:28]3[n:29][c:30]4[n:31]([cH:32][cH:33][cH:34][c:35]4[CH:36]([CH3:37])[OH:38])[cH:39]3)[cH:26][cH:27]2)[cH:40][cH:41][c:42]1[O:43][CH:44]([CH3:45])[CH3:46]. Reactants: C(CCCCCCCCCCCCC)OC[C@@H](CO)O (3-tetradecyl-sn-glycerol), C1(=CC=C(C=C1)S(=O)(=O)Cl)C (p-toluenesulfonic acid chloride). The solvent is N1=CC=CC=C1 (pyridine). Yields the product S(=O)(=O)(C1=CC=C(C)C=C1)OC[C@@H](OS(=O)(=O)C1=CC=C(C)C=C1)COCCCCCCCCCCCCCC (1,2-ditosyl-3-tetradecyl-sn-glycerol). The yield is 80.6%. As a reaction SMILES: [CH2:1]([O:15][CH2:16][C@H:17]([OH:20])[CH2:18][OH:19])[CH2:2][CH2:3][CH2:4][CH2:5][CH2:6][CH2:7][CH2:8][CH2:9][CH2:10][CH2:11][CH2:12][CH2:13][CH3:14].[C:21]1([CH3:31])[CH:26]=[CH:25][C:24]([S:27](Cl)(=[O:29])=[O:28])=[CH:23][CH:22]=1>N1C=CC=CC=1>[S:27]([O:19][CH2:18][C@H:17]([CH2:16][O:15][CH2:1][CH2:2][CH2:3][CH2:4][CH2:5][CH2:6][CH2:7][CH2:8][CH2:9][CH2:10][CH2:11][CH2:12][CH2:13][CH3:14])[O:20][S:27]([C:24]1[CH:25]=[CH:26][C:21]([CH3:31])=[CH:22][CH:23]=1)(=[O:29])=[O:28])([C:24]1[CH:25]=[CH:26][C:21]([CH3:31])=[CH:22][CH:23]=1)(=[O:29])=[O:28]. Procedure: In 30 ml of pyridine, 5.76 g of 3-tetradecyl-sn-glycerol is allowed to react with 8.39 g of p-toluenesulfonic acid chloride to give 9.6 g (81%) of 1,2-ditosyl-3-tetradecyl-sn-glycerol. This ditosyl compound (9.6 g) is dissolved in 80 ml of ethanol, followed by addition of 7.89 g of fused potassium acetate. After 40 hours of reflux, the reaction mixture is cooled and the resulting precipitates are removed by filtration. The solvent is distilled off and the residue is dissolved in a methanol solut... Reactants: Br, C1COCCO1, [Cu]Br, COc1cc([N+](=O)[O-])c(N)cc1F, O=N[O-], [Na+], O. Yields the product COc1cc([N+](=O)[O-])c(Br)cc1F. Reaction SMILES: [BrH:18].[CH2:20]1[O:21][CH2:22][CH2:23][O:24][CH2:25]1.[Cu:26][Br:27].[F:1][c:2]1[c:3]([O:12][CH3:13])[cH:4][c:5]([N+:9](=[O:10])[O-:11])[c:6]([NH2:7])[cH:8]1.[N:14]([O-:15])=[O:16].[Na+:17].[OH2:19]>>[F:1][c:2]1[c:3]([O:12][CH3:13])[cH:4][c:5]([N+:9](=[O:10])[O-:11])[c:6]([Br:18])[cH:8]1. The reactants are CC(C)(C)OC(=O)c1ccc(-n2c3ccccc3c3c(-c4ccc(C#N)nc4)cccc32)cc1F, O=C([O-])[O-], CS(C)=O, [K+], [K+], NCCCO, O. The product is CC(C)(C)OC(=O)c1ccc(-n2c3ccccc3c3c(-c4ccc(C#N)nc4)cccc32)cc1NCCCO. Reaction SMILES: [C:12](#[N:13])[c:14]1[cH:15][cH:16][c:17](-[c:20]2[cH:21][cH:22][cH:23][c:24]3[n:25](-[c:33]4[cH:34][c:35]([F:46])[c:36]([C:37](=[O:38])[O:39][C:40]([CH3:41])([CH3:42])[CH3:43])[cH:44][cH:45]4)[c:26]4[cH:27][cH:28][cH:29][cH:30][c:31]4[c:32]23)[cH:18][n:19]1.[C:1](=[O:2])([O-:3])[O-:4].[CH3:47][S:48](=[O:49])[CH3:50].[K+:5].[K+:6].[NH2:7][CH2:8][CH2:9][CH2:10][OH:11].[OH2:51]>>[NH:7]([CH2:8][CH2:9][CH2:10][OH:11])[c:35]1[cH:34][c:33](-[n:25]2[c:24]3[cH:23][cH:22][cH:21][c:20](-[c:17]4[cH:16][cH:15][c:14]([C:12]#[N:13])[n:19][cH:18]4)[c:32]3[c:31]3[c:26]2[cH:27][cH:28][cH:29][cH:30]3)[cH:45][cH:44][c:36]1[C:37](=[O:38])[O:39][C:40]([CH3:41])([CH3:42])[CH3:43]. Reactants: C(C)(C)(C)OC(NC(C=1SC(=C(C1)S(=O)(=O)C=1C=C(C=CC1)C1=CC(=CC=C1)C(C(F)(F)F)=O)SC)=N)=O ((Imino-{5-methylsulfanyl-4-[3′-(2,2,2-trifluoro-acetyl)-biphenyl-3-sulfonyl]-thiophen-2-yl}-methyl)-carbamic acid tert-butyl ester), FC(C(=O)O)(F)F (trifluoroacetic acid). The product is FC(C(=O)O)(F)F.CSC1=C(C=C(S1)C(=N)N)S(=O)(=O)C=1C=C(C=CC1)C1=CC(=CC=C1)C(C(F)(F)F)=O (5-Methylsulfanyl-4-[3′-(2,2,2-trifluoro-acetyl)-biphenyl-3-sulfonyl]-thiophene-2-carboxamidine trifluoroacetate). Isolated yield 80.0%. Reaction SMILES: C(OC(=O)[NH:7][C:8](=[NH:37])[C:9]1[S:10][C:11]([S:35][CH3:36])=[C:12]([S:14]([C:17]2[CH:18]=[C:19]([C:23]3[CH:28]=[CH:27][CH:26]=[C:25]([C:29](=[O:34])[C:30]([F:33])([F:32])[F:31])[CH:24]=3)[CH:20]=[CH:21][CH:22]=2)(=[O:16])=[O:15])[CH:13]=1)(C)(C)C.[F:39][C:40]([F:45])([F:44])[C:41]([OH:43])=[O:42]>>[F:39][C:40]([F:45])([F:44])[C:41]([OH:43])=[O:42].[CH3:36][S:35][C:11]1[S:10][C:9]([C:8]([NH2:37])=[NH:7])=[CH:13][C:12]=1[S:14]([C:17]1[CH:18]=[C:19]([C:23]2[CH:28]=[CH:27][CH:26]=[C:25]([C:29](=[O:34])[C:30]([F:32])([F:33])[F:31])[CH:24]=2)[CH:20]=[CH:21][CH:22]=1)(=[O:16])=[O:15] |f:2.3|. Procedure: (Imino-{5-methylsulfanyl-4-[3′-(2,2,2-trifluoro-acetyl)-biphenyl-3-sulfonyl]-thiophen-2-yl}-methyl)-carbamic acid tert-butyl ester (30 mg, 0.051 mmol, as prepared in Example 29, step a) was treated with trifluoroacetic acid (50% in DCM) for 1 hr at rt. The reaction mixture was concentrated in vacuo and the residue obtained was purified using C18-HPLC (20–60% CH3CN in H2O (0.1% TFA) over 25 min) to give 20 mg (80%) of the title compound as a white solid. 1H-NMR (CD3OD; 400 MHz) δ 8.35 (s, 1H), 8....